This data is from the Open Reaction Database (ORD), a public repository of structured organic reaction records. The task is: describe an organic reaction: reactants, conditions, products, and yield The reactants are Cl (hydrochloric acid), C(C1=CC=CC=C1)C1=NC(=C(C2=C1C(=NO2)C2=CC=CC=C2)O)C(=O)OCC (Ethyl 4-benzyl-7-hydroxy-3-phenylisoxazolo[4,5-c]pyridine-6-carboxylate), NCC(=O)O (glycine), [O-]CC.[Na+] (sodium ethoxide). Solvent: CN(C)C=O (DMF), CCOC(=O)C (EtOAc), O (water), C([O-])(O)=O.[Na+] (sodium bicarbonate). Product: C(C1=CC=CC=C1)C1=NC(=C(C2=C1C(=NO2)C2=CC=CC=C2)O)C(=O)NCC(=O)O ([(4-Benzyl-7-hydroxy-3-phenyl-isoxazolo[4,5-c]pyridine-6-carbonyl)-amino]-acetic acid). The yield is 67.1%. Reaction SMILES: [CH2:1]([C:8]1[C:13]2[C:14]([C:17]3[CH:22]=[CH:21][CH:20]=[CH:19][CH:18]=3)=[N:15][O:16][C:12]=2[C:11]([OH:23])=[C:10]([C:24](OCC)=[O:25])[N:9]=1)[C:2]1[CH:7]=[CH:6][CH:5]=[CH:4][CH:3]=1.[NH2:29][CH2:30][C:31]([OH:33])=[O:32].[O-]CC.[Na+].Cl>CN(C=O)C.C(=O)(O)[O-].[Na+].CCOC(C)=O.O>[CH2:1]([C:8]1[C:13]2[C:14]([C:17]3[CH:22]=[CH:21][CH:20]=[CH:19][CH:18]=3)=[N:15][O:16][C:12]=2[C:11]([OH:23])=[C:10]([C:24]([NH:29][CH2:30][C:31]([OH:33])=[O:32])=[O:25])[N:9]=1)[C:2]1[CH:3]=[CH:4][CH:5]=[CH:6][CH:7]=1 |f:2.3,6.7|. Reported procedure: Ethyl 4-benzyl-7-hydroxy-3-phenylisoxazolo[4,5-c]pyridine-6-carboxylate (36 mg, 0.096 mmol), glycine (145 mg, 1.93 mmol), sodium ethoxide (98 mg, 1.44 mmol) in 3 mL of DMF were refluxed for 2 h. After cooling to room temperature, water (15 mL) and EtOAc (20 mL) were added. The mixture was acidified to pH 2 by addition of 4M hydrochloric acid. The aqueous layer was extracted with additional EtOAc and the combined organic layer was dried over MgSO4. After evaporation of solvent, the residue was re...